Dataset: the Open Reaction Database (ORD), a public repository of structured organic reaction records. Task: describe an organic reaction: reactants, conditions, products, and yield Starting materials: CC(C)N, O=C1CCCCC1. The product is CC(C)N=C1CCCCC1. As a reaction SMILES: [CH3:8][CH:9]([CH3:10])[NH2:11].[O:1]=[C:2]1[CH2:3][CH2:4][CH2:5][CH2:6][CH2:7]1>>[C:2]1(=[N:11][CH:9]([CH3:8])[CH3:10])[CH2:3][CH2:4][CH2:5][CH2:6][CH2:7]1. Starting materials: Tris-(2-aminoethyl)aminomethyl polystyrene, C(C(CO)(CO)N)O (Trisamine), N1CCC(CC1)COC1=C2C(=NC(=NC2=CC=C1)N)N (5-(Piperidin-4-ylmethoxy)quinazoline-2,4-diamine), 3-(morpholino)propyl polystyrene sulfonamide, CN1CCOCC1 (NMM), FC=1C=C(CBr)C=CC1F (3,4-difluorobenzyl bromide). Run in CN(C=O)C (N,N-dimethylformamide). Run at time 2 hour. The product is FC=1C=C(CN2CCC(CC2)COC2=C3C(=NC(=NC3=CC=C2)N)N)C=CC1F (5-[1-(3,4-difluorobenzyl)piperidin-4-ylmethoxy]quinazoline-2,4-diamine). Yield: 41.7%. As a reaction SMILES: [NH:1]1[CH2:6][CH2:5][CH:4]([CH2:7][O:8][C:9]2[CH:18]=[CH:17][CH:16]=[C:15]3[C:10]=2[C:11]([NH2:20])=[N:12][C:13]([NH2:19])=[N:14]3)[CH2:3][CH2:2]1.CN1CCOCC1.[F:28][C:29]1[CH:30]=[C:31]([CH:34]=[CH:35][C:36]=1[F:37])[CH2:32]Br.C(O)C(N)(CO)CO>CN(C)C=O>[F:28][C:29]1[CH:30]=[C:31]([CH:34]=[CH:35][C:36]=1[F:37])[CH2:32][N:1]1[CH2:6][CH2:5][CH:4]([CH2:7][O:8][C:9]2[CH:18]=[CH:17][CH:16]=[C:15]3[C:10]=2[C:11]([NH2:20])=[N:12][C:13]([NH2:19])=[N:14]3)[CH2:3][CH2:2]1. Procedure details: 5-(Piperidin-4-ylmethoxy)quinazoline-2,4-diamine (50 mg; 0.18 mmol) was shaken for 60 hours at 60° C. in the presence of 3-(morpholino)propyl polystyrene sulfonamide (PS-NMM) (160 mg; 0.4 mmol) and 3,4-difluorobenzyl bromide (77 mg; 0.37 mmol) in 4 mL N,N-dimethylformamide. Tris-(2-aminoethyl)aminomethyl polystyrene (PS-Trisamine) (112 mg; 0.4 mmol) was then added to the mixture and continued to shake for an additional 2 hours. Resins were filtered off and rinsed with methanol. Filtrate was conc... Reactants: C(C)OC(C1=CC(C(=O)N(CCC)C)=CC(=C1)C(C(F)(F)F)O)=O (N-methyl-N-propyl-5-(2,2,2-trifluoro-1-hydroxyethyl)-isophthalamic acid ethyl ester), CC(=O)OI1(C=2C=CC=CC2C(=O)O1)(OC(=O)C)OC(=O)C (Dess-Martin reagent). Solvent: ClCCl (dichloromethane). The product is C(C)OC(C1=CC(C(=O)N(CCC)C)=CC(=C1)C(C(F)(F)F)=O)=O (N-Methyl-N-propyl-5-(2,2,2-trifluoroacetyl)-isophthalamic acid ethyl ester). Isolated yield 53.1%. RXN SMILES: [CH2:1]([O:3][C:4](=[O:24])[C:5]1[CH:17]=[C:16]([CH:18]([OH:23])[C:19]([F:22])([F:21])[F:20])[CH:15]=[C:7]([C:8]([N:10]([CH3:14])[CH2:11][CH2:12][CH3:13])=[O:9])[CH:6]=1)[CH3:2].CC(OI1(OC(C)=O)(OC(C)=O)OC(=O)C2C=CC=CC1=2)=O>ClCCl>[CH2:1]([O:3][C:4](=[O:24])[C:5]1[CH:17]=[C:16]([C:18](=[O:23])[C:19]([F:22])([F:21])[F:20])[CH:15]=[C:7]([C:8]([N:10]([CH3:14])[CH2:11][CH2:12][CH3:13])=[O:9])[CH:6]=1)[CH3:2]. Procedure: Treat a solution of N-methyl-N-propyl-5-(2,2,2-trifluoro-1-hydroxyethyl)-isophthalamic acid ethyl ester (1.8 mmol) in dichloromethane (20 mL) with Dess-Martin reagent at room temperature for 2 h. Quench with 10% aqueous sodium sulfite and extract with ethyl acetate (100 mL). Wash the organic layer with 10% aqueous sodium sulfite, saturated aqueous sodium chloride, dry (magnesium sulfate), concentrate and purify (silica gel chromatography, eluting with 60:40 ethyl acetate:hexanes) to give the tit... The reactants are ice water, N1C=NC=C1 (imidazole), [Si](C)(C)(C(C)(C)C)Cl (t-butyldimethylsilyl chloride), ClCCC\C=C/CO (6-chlorohex-2Z-en-1-ol). Run in CN(C=O)C (dimethylformamide). Reaction conditions: time 1.5 hour. Product: [Si](C)(C)(C(C)(C)C)OC\C=C/CCCCl (6-chlorohex-2Z-en-1-ol t-butyldimethylsilyl ether). Yield: 92.8%. RXN SMILES: [Cl:1][CH2:2][CH2:3][CH2:4]/[CH:5]=[CH:6]\[CH2:7][OH:8].N1C=CN=C1.[Si:14](Cl)([C:17]([CH3:20])([CH3:19])[CH3:18])([CH3:16])[CH3:15]>CN(C)C=O>[Si:14]([O:8][CH2:7]/[CH:6]=[CH:5]\[CH2:4][CH2:3][CH2:2][Cl:1])([C:17]([CH3:20])([CH3:19])[CH3:18])([CH3:16])[CH3:15]. Procedure details: 98 g of 6-chlorohex-2Z-en-1-ol was dissolved in 250 ml of dimethylformamide and treated with 68 g of imidazole and 113 g of t-butyldimethylsilyl chloride. After stirring 1.5 hours at room temperature, the reaction mixture was poured into ice water and extracted twice with 300 ml of ether. The ethereal solution was washed with 5% hydrochloric acid, aqueous sodium bicarbonate and brine. After drying over potassium carbonate the solvent was evaporated and the residue distilled to give 168.1 g of 6-... Starting materials: CC1(C)C(C#CC(=O)OCC(Cl)(Cl)Cl)C1C(=O)OC(C#N)c1cccc(Oc2ccccc2)c1, CC(=O)O, O, [Zn]. The product is CC1(C)C(C#CC(=O)O)C1C(=O)OC(C#N)c1cccc(Oc2ccccc2)c1. Reaction SMILES: [CH3:1][C:2]1([CH3:34])[CH:3]([C:15](=[O:16])[O:17][CH:18]([c:19]2[cH:20][c:21]([O:25][c:26]3[cH:27][cH:28][cH:29][cH:30][cH:31]3)[cH:22][cH:23][cH:24]2)[C:32]#[N:33])[CH:4]1[C:5]#[C:6][C:7](=[O:8])[O:9][CH2:10][C:11]([Cl:12])([Cl:13])[Cl:14].[CH3:35][C:36](=[O:37])[OH:38].[OH2:40].[Zn:39]>>[CH3:1][C:2]1([CH3:34])[CH:3]([C:15](=[O:16])[O:17][CH:18]([c:19]2[cH:20][c:21]([O:25][c:26]3[cH:27][cH:28][cH:29][cH:30][cH:31]3)[cH:22][cH:23][cH:24]2)[C:32]#[N:33])[CH:4]1[C:5]#[C:6][C:7](=[O:8])[OH:9]. The solvent is CN(C)C=O (DMF), CN(C)C=O (DMF). The product is COC(C=1C(C(=O)OC)=C(C=CC1)CN(C)C(=O)OC(C)(C)C)=O (3-[(t-butoxycarbonyl-methyl-amino)-methyl]-phthalic dimethyl ester). Isolated yield 60.1%. Reactants: COC(C=1C(C(=O)OC)=C(C=CC1)CBr)=O (3-bromomethyl-phthalic acid dimethyl ester), C(C)(C)(C)OC(NC)=O (methyl-carbamic acid t-butyl ester), [H-].[Na+] (NaH), 10C, ice water. As a reaction SMILES: [C:1]([O:5][C:6](=[O:9])[NH:7][CH3:8])([CH3:4])([CH3:3])[CH3:2].[H-].[Na+].[CH3:12][O:13][C:14](=[O:27])[C:15]1[C:16](=[C:21]([CH2:25]Br)[CH:22]=[CH:23][CH:24]=1)[C:17]([O:19][CH3:20])=[O:18]>CN(C=O)C>[CH3:12][O:13][C:14](=[O:27])[C:15]1[C:16](=[C:21]([CH2:25][N:7]([C:6]([O:5][C:1]([CH3:4])([CH3:3])[CH3:2])=[O:9])[CH3:8])[CH:22]=[CH:23][CH:24]=1)[C:17]([O:19][CH3:20])=[O:18] |f:1.2|. Procedure: A solution of methyl-carbamic acid t-butyl ester (5.0 g, 38.0 mmol) in DMF (50 mL) was chilled in an ice bath, and NaH (60%, 1.7 g, 41.8 mmol) was added in portions at 10C. The mixture was stirred for an additional 30 minutes. A solution of 3-bromomethyl-phthalic acid dimethyl ester (10.9 g, 38.0 mmol) in DMF (20 mL) was slowly added, keeping the temperature at 10-15° C. The resulting mixture was stirred at room temperature overnight. The mixture was poured into ice water (400 mL) and extracted ... Conditions: time 30 minute. The reactants are Br, O=C([O-])[O-], OCC1CCCN(Cc2ccccc2)C1, [K+], [K+]. Product: BrCC1CCCN(Cc2ccccc2)C1. As a reaction SMILES: [BrH:22].[C:16](=[O:17])([O-:18])[O-:19].[CH2:1]([c:2]1[cH:3][cH:4][cH:5][cH:6][cH:7]1)[N:8]1[CH2:9][CH:10]([CH2:14][OH:15])[CH2:11][CH2:12][CH2:13]1.[K+:20].[K+:21]>>[CH2:1]([c:2]1[cH:3][cH:4][cH:5][cH:6][cH:7]1)[N:8]1[CH2:9][CH:10]([CH2:14][Br:22])[CH2:11][CH2:12][CH2:13]1. The reactants are Cc1c(C(=O)OC(C)(C)C)oc2cccc(O)c12, CN(C)C=O, O, ClCc1cccnc1. The product is Cc1c(C(=O)OC(C)(C)C)oc2cccc(OCc3cccnc3)c12. As a reaction SMILES: [C:1]([CH3:2])([CH3:3])([CH3:4])[O:5][C:6](=[O:7])[c:8]1[o:9][c:10]2[c:11]([c:12]1[CH3:13])[c:14]([OH:18])[cH:15][cH:16][cH:17]2.[O:27]=[CH:28][N:29]([CH3:30])[CH3:31].[OH2:32].[cH:19]1[c:20]([CH2:25][Cl:26])[cH:21][cH:22][cH:23][n:24]1>>[C:1]([CH3:2])([CH3:3])([CH3:4])[O:5][C:6](=[O:7])[c:8]1[o:9][c:10]2[c:11]([c:12]1[CH3:13])[c:14]([O:18][CH2:25][c:20]1[cH:19][n:24][cH:23][cH:22][cH:21]1)[cH:15][cH:16][cH:17]2. Starting materials: CCCNC(=N)N, CCOC(=O)CCc1ccc(-c2ccc(C(=O)N3CCOCC3)cc2)c(OCCCOC)c1, CCO, Cl, [Na], CN(C)C=O. Product: CCCNC(=N)NC(=O)CCc1ccc(-c2ccc(C(=O)N3CCOCC3)cc2)c(OCCCOC)c1, Cl. Reaction SMILES: [CH2:3]([CH2:4][CH3:5])[NH:6][C:7](=[NH:8])[NH2:9].[CH3:10][O:11][CH2:12][CH2:13][CH2:14][O:15][c:16]1[c:17](-[c:29]2[cH:30][cH:31][c:32]([C:35](=[O:36])[N:37]3[CH2:38][CH2:39][O:40][CH2:41][CH2:42]3)[cH:33][cH:34]2)[cH:18][cH:19][c:20]([CH2:22][CH2:23][C:24](=[O:25])[O:26][CH2:27][CH3:28])[cH:21]1.[CH3:48][CH2:49][OH:50].[ClH:2].[Na:1].[O:43]=[CH:44][N:45]([CH3:46])[CH3:47]>>[CH2:3]([CH2:4][CH3:5])[NH:6][C:7](=[NH:8])[NH:9][C:24]([CH2:23][CH2:22][c:20]1[cH:19][cH:18][c:17](-[c:29]2[cH:30][cH:31][c:32]([C:35](=[O:36])[N:37]3[CH2:38][CH2:39][O:40][CH2:41][CH2:42]3)[cH:33][cH:34]2)[c:16]([O:15][CH2:14][CH2:13][CH2:12][O:11][CH3:10])[cH:21]1)=[O:25].[ClH:2]. The reactants are O=C(Cl)C1CCCC1, Cl, Nc1cccc(-c2cccc3cc(C(=O)NC4CN5CCC4CC5)sc23)c1. Product: Cl, O=C(NC1CN2CCC1CC2)c1cc2cccc(-c3cccc(NC(=O)C4CCCC4)c3)c2s1. As a reaction SMILES: [CH:29]1([C:34](=[O:35])[Cl:36])[CH2:30][CH2:31][CH2:32][CH2:33]1.[ClH:1].[NH2:2][c:3]1[cH:4][c:5](-[c:9]2[cH:10][cH:11][cH:12][c:13]3[cH:14][c:15]([C:18](=[O:19])[NH:20][CH:21]4[CH2:22][N:23]5[CH2:24][CH2:25][CH:26]4[CH2:27][CH2:28]5)[s:16][c:17]23)[cH:6][cH:7][cH:8]1>>[ClH:36].[NH:2]([c:3]1[cH:4][c:5](-[c:9]2[cH:10][cH:11][cH:12][c:13]3[cH:14][c:15]([C:18](=[O:19])[NH:20][CH:21]4[CH2:22][N:23]5[CH2:24][CH2:25][CH:26]4[CH2:27][CH2:28]5)[s:16][c:17]23)[cH:6][cH:7][cH:8]1)[C:34]([CH:29]1[CH2:30][CH2:31][CH2:32][CH2:33]1)=[O:35].